This data is from the Open Reaction Database (ORD), a public repository of structured organic reaction records. The task is: describe an organic reaction: reactants, conditions, products, and yield The reactants are intermediate 2.2, C(C)(=O)OC1=C(C=C(C(=O)NCCC2=CC=C(C=C2)[N+](=O)[O-])C=C1OC)OC (4-acetoxy-3,5-dimethoxy-N-[2-(4-nitrophenyl)ethyl]-benzamide), CC(C)(C)C=1C=C(C(=O)NCC2=CC=C(C=C2)[N+](=O)[O-])C=C(C1O)C(C)(C)C (3,5-bis-(1,1-dimethylethyl)-4-hydroxy-N-[(4-nitrophenyl)methyl]-benzamide). Product: C(C)(=O)OC1=C(C=C(C(=O)NCCC2=CC=C(C=C2)N)C=C1OC)OC (4-acetoxy-3,5-dimethoxy-N-[2-(4-aminophenyl)ethyl]-benzamide). RXN SMILES: [C:1]([O:4][C:5]1[C:24]([O:25][CH3:26])=[CH:23][C:8]([C:9]([NH:11][CH2:12][CH2:13][C:14]2[CH:19]=[CH:18][C:17]([N+:20]([O-])=O)=[CH:16][CH:15]=2)=[O:10])=[CH:7][C:6]=1[O:27][CH3:28])(=[O:3])[CH3:2].CC(C1C=C(C=C(C(C)(C)C)C=1O)C(NCC1C=CC([N+]([O-])=O)=CC=1)=O)(C)C>>[C:1]([O:4][C:5]1[C:24]([O:25][CH3:26])=[CH:23][C:8]([C:9]([NH:11][CH2:12][CH2:13][C:14]2[CH:19]=[CH:18][C:17]([NH2:20])=[CH:16][CH:15]=2)=[O:10])=[CH:7][C:6]=1[O:27][CH3:28])(=[O:3])[CH3:2]. Reported procedure: The experimental protocol used is the same as that described for intermediate 2.2, with 4-acetoxy-3,5-dimethoxy-N-[2-(4-nitrophenyl)ethyl]-benzamide replacing the 3,5-bis-(1,1-dimethylethyl)-4-hydroxy-N-[(4-nitrophenyl)methyl]-benzamide. A colourless oil is obtained with a quantitative yield. The product is used directly in the following stage without additional purification. The reactants are C(C)(C)(C)OC(=O)C1N(CC=CCC1C(=O)OCC1=CC=CC=C1)S(=O)(=O)C1=CC=C(C=C1)OC (1-(4-Methoxy-benzenesulfonyl)-2,3,4,7-tetrahydro-1H-azepine-2,3-dicarboxylic acid 3-benzyl ester 2-tert-butyl ester), FC(C(=O)O)(F)F (trifluoroacetic acid). Run in C(Cl)Cl (methylene chloride). Reaction conditions: time 3 hour. Yields the product C(C1=CC=CC=C1)OC(=O)C1C(N(CC=CC1)S(=O)(=O)C1=CC=C(C=C1)OC)C(=O)O (1-(4-methoxy-benzenesulfonyl)-2,3,4,7-tetrahydro-1H-azepine-2,3-dicarboxylic acid 3-benzyl ester). RXN SMILES: C([O:5][C:6]([CH:8]1[CH:14]([C:15]([O:17][CH2:18][C:19]2[CH:24]=[CH:23][CH:22]=[CH:21][CH:20]=2)=[O:16])[CH2:13][CH:12]=[CH:11][CH2:10][N:9]1[S:25]([C:28]1[CH:33]=[CH:32][C:31]([O:34][CH3:35])=[CH:30][CH:29]=1)(=[O:27])=[O:26])=[O:7])(C)(C)C.FC(F)(F)C(O)=O>C(Cl)Cl>[CH2:18]([O:17][C:15]([CH:14]1[CH2:13][CH:12]=[CH:11][CH2:10][N:9]([S:25]([C:28]2[CH:29]=[CH:30][C:31]([O:34][CH3:35])=[CH:32][CH:33]=2)(=[O:26])=[O:27])[CH:8]1[C:6]([OH:7])=[O:5])=[O:16])[C:19]1[CH:20]=[CH:21][CH:22]=[CH:23][CH:24]=1. Procedure: 1-(4-Methoxy-benzenesulfonyl)-2,3,4,7-tetrahydro-1H-azepine-2,3-dicarboxylic acid 3-benzyl ester 2-tert-butyl ester (1.6 g, 3.2 mmol) was dissolved in anhydrous methylene chloride (16 mL) and treated with trifluoroacetic acid (4 mL). The solution was stirred at ambient temperature for 3 hrs and then the solvents were removed in vacuo. The residue was coevaporated with toluene two times and then purified by column chromatography (silica) to yield 1-(4-methoxy-benzenesulfonyl)-2,3,4,7-tetrahydro-1... Starting materials: CN1CCCNCC1, O=C(Nc1ccc(Cl)c(-c2ccccn2)c1)c1ccc(Cl)nc1. The product is CN1CCCN(c2ccc(C(=O)Nc3ccc(Cl)c(-c4ccccn4)c3)cn2)CC1. Reaction SMILES: [CH3:24][N:25]1[CH2:26][CH2:27][NH:28][CH2:29][CH2:30][CH2:31]1.[Cl:1][c:2]1[n:3][cH:4][c:5]([C:6](=[O:7])[NH:8][c:9]2[cH:10][c:11](-[c:16]3[n:17][cH:18][cH:19][cH:20][cH:21]3)[c:12]([Cl:15])[cH:13][cH:14]2)[cH:22][cH:23]1>>[c:2]1([N:28]2[CH2:27][CH2:26][N:25]([CH3:24])[CH2:31][CH2:30][CH2:29]2)[n:3][cH:4][c:5]([C:6](=[O:7])[NH:8][c:9]2[cH:10][c:11](-[c:16]3[n:17][cH:18][cH:19][cH:20][cH:21]3)[c:12]([Cl:15])[cH:13][cH:14]2)[cH:22][cH:23]1.